This data is from the Open Reaction Database (ORD), a public repository of structured organic reaction records. The task is: describe an organic reaction: reactants, conditions, products, and yield The reactants are [OH-].[K+] (potassium hydroxide), C(C)(C)O (isopropanol), [Mn](=O)(=O)(=O)[O-].[K+] (potassium permanganate), [Mn](=O)(=O)(=O)[O-].[K+] (potassium permanganate), C1(CCCC1)OC1=CC(=NC=C1OC)CO (4-cyclopentyloxy-2-hydroxymethyl-5-methoxypyridine). Solvent: O (water), O (water). Conditions: temperature 70 celsius, time 10 minute. Yields the product C1(CCCC1)OC1=CC(=NC=C1OC)C(=O)O (4-cyclopentyloxy-5-methoxypyridine-2-carboxylic acid). Reaction SMILES: [Mn]([O-])(=O)(=O)=O.[K+].[CH:7]1([O:12][C:13]2[C:18]([O:19][CH3:20])=[CH:17][N:16]=[C:15]([CH2:21][OH:22])[CH:14]=2)[CH2:11][CH2:10][CH2:9][CH2:8]1.[OH-].[K+].C([OH:28])(C)C>O>[CH:7]1([O:12][C:13]2[C:18]([O:19][CH3:20])=[CH:17][N:16]=[C:15]([C:21]([OH:28])=[O:22])[CH:14]=2)[CH2:8][CH2:9][CH2:10][CH2:11]1 |f:0.1,3.4|. Procedure: Solid potassium permanganate (5.87 g) is added portionwise during 30 minutes to a suspension of 4-cyclopentyloxy-2-hydroxymethyl-5-methoxypyridine (4.0 g) in water (100 mL) at 50±5° C. When the addition is complete the mixture is heated at 70±5° C. for 45 min and then cooled to room temperature. A solution of potassium hydroxide (1.95 g) in water (50 mL) is added followed by sufficient isopropanol to react with excess potassium permanganate. After stirring for 10 minutes the mixture is filtered ... Reactants: [Mg] (magnesium), ClC1=CC=C(C=C1)C(C1C(CCCC1)=O)N(C)C (2-[(4-chloro-phenyl)dimethylaminomethyl]cyclohexanone), BrC1=CC=C(C=C1)C(F)(F)F (4-bromo-benzotrifluoride), Grignard reagent, [Cl-].[NH4+] (ammonium chloride). Run in CCOCC (ether), CCOCC (ether), CCOCC (ether). Yields the product crude base, Cl.ClC1=CC=C(C=C1)C(C1C(CCCC1)(O)C1=CC=C(C=C1)C(F)(F)F)N(C)C (2-[(4-chlorophenyl)dimethylaminomethyl]-(4-trifluoromethylphenyl)cyclohexanol, hydrochloride). Isolated yield 11.9%. As a reaction SMILES: [Mg].Br[C:3]1[CH:8]=[CH:7][C:6]([C:9]([F:12])([F:11])[F:10])=[CH:5][CH:4]=1.[Cl:13][C:14]1[CH:19]=[CH:18][C:17]([CH:20]([N:28]([CH3:30])[CH3:29])[CH:21]2[CH2:26][CH2:25][CH2:24][CH2:23][C:22]2=[O:27])=[CH:16][CH:15]=1.[Cl-].[NH4+]>CCOCC>[ClH:13].[Cl:13][C:14]1[CH:15]=[CH:16][C:17]([CH:20]([N:28]([CH3:30])[CH3:29])[CH:21]2[CH2:26][CH2:25][CH2:24][CH2:23][C:22]2([C:3]2[CH:8]=[CH:7][C:6]([C:9]([F:12])([F:11])[F:10])=[CH:5][CH:4]=2)[OH:27])=[CH:18][CH:19]=1 |f:3.4,6.7|. Procedure details: 0.22 g (9.0 mmole) of magnesium turnings was stirred in 5 ml of ether of analysis purity. 2.03 g (9.0 mmole) of 4-bromo-benzotrifluoride dissolved in 5 ml of ether were added dropwise so that the reaction mixture boiled gently. After completion of the addition the reaction mixture was stirred for a further hour at RT. 2.00 g (7.5 mmole) of the 2-[(4-chloro-phenyl)dimethylaminomethyl]cyclohexanone prepared according to Example 58 were dissolved in 10 ml of ether, added dropwise to the Grignard re... Reactants: Cc1cc(OCc2ccccc2)c(Cl)cc1N1CCNCC1, O=C(O)C(F)(F)F. Yields the product Cc1cc(O)c(Cl)cc1N1CCNCC1. Reaction SMILES: [Cl:1][c:2]1[c:3]([O:15][CH2:16][c:17]2[cH:18][cH:19][cH:20][cH:21][cH:22]2)[cH:4][c:5]([CH3:14])[c:6]([N:8]2[CH2:9][CH2:10][NH:11][CH2:12][CH2:13]2)[cH:7]1.[OH:23][C:24]([C:25]([F:26])([F:27])[F:28])=[O:29]>>[Cl:1][c:2]1[c:3]([OH:15])[cH:4][c:5]([CH3:14])[c:6]([N:8]2[CH2:9][CH2:10][NH:11][CH2:12][CH2:13]2)[cH:7]1.